This data is from the Open Reaction Database (ORD), a public repository of structured organic reaction records. The task is: describe an organic reaction: reactants, conditions, products, and yield Starting materials: CC(=O)O, NNC(=O)c1cn(C2CCN(Cc3ccccc3)C2)nn1, O=N[O-], [Na+], [Na+], O=C([O-])O, O. The product is [N-]=[N+]=NC(=O)c1cn(C2CCN(Cc3ccccc3)C2)nn1. RXN SMILES: [C:26]([OH:27])(=[O:28])[CH3:29].[CH2:1]([c:2]1[cH:3][cH:4][cH:5][cH:6][cH:7]1)[N:8]1[CH2:9][CH:10]([n:13]2[n:14][n:15][c:16]([C:18](=[O:19])[NH:20][NH2:21])[cH:17]2)[CH2:11][CH2:12]1.[N:22]([O-:23])=[O:24].[Na+:25].[Na+:34].[O-:30][C:31]([OH:32])=[O:33].[OH2:35]>>[CH2:1]([c:2]1[cH:3][cH:4][cH:5][cH:6][cH:7]1)[N:8]1[CH2:9][CH:10]([n:13]2[n:14][n:15][c:16]([C:18](=[O:19])[N:20]=[N+:21]=[N-:22])[cH:17]2)[CH2:11][CH2:12]1. The reactants are COC(=O)C(O)C(Sc1ccc2ccccc2c1N)c1ccc(OC)cc1, CCO, [Na+], [OH-], O. Product: COc1ccc(C(Sc2ccc3ccccc3c2N)C(O)C(=O)O)cc1. RXN SMILES: [CH3:1][O:2][C:3]([CH:4]([CH:5]([c:6]1[cH:7][cH:8][c:9]([O:12][CH3:13])[cH:10][cH:11]1)[S:14][c:15]1[c:16]([NH2:25])[c:17]2[cH:18][cH:19][cH:20][cH:21][c:22]2[cH:23][cH:24]1)[OH:26])=[O:27].[CH3:28][CH2:29][OH:30].[Na+:32].[OH-:31].[OH2:33]>>[O:2]=[C:3]([CH:4]([CH:5]([c:6]1[cH:7][cH:8][c:9]([O:12][CH3:13])[cH:10][cH:11]1)[S:14][c:15]1[c:16]([NH2:25])[c:17]2[cH:18][cH:19][cH:20][cH:21][c:22]2[cH:23][cH:24]1)[OH:26])[OH:27]. Starting materials: O=C1CC(CN1C1=CC=CC=C1)C(=O)O (5-oxo-1-phenylpyrrolidine-3-carboxylic acid), CCN=C=NCCCN(C)C.Cl (WSC hydrochloride), C=1C=CC2=C(C1)N=NN2O (HOBt), of(1R)-1-naphthylethylamine, C([O-])(O)=O.[Na+] (sodium bicarbonate). Run in CN(C)C=O (DMF). Conditions: time 3 day. Product: O=C1CC(CN1C1=CC=CC=C1)C(=O)N (5-oxo-1-phenylpyrrolidine-3-carboxamide). Reaction SMILES: [O:1]=[C:2]1[N:6]([C:7]2[CH:12]=[CH:11][CH:10]=[CH:9][CH:8]=2)[CH2:5][CH:4]([C:13]([OH:15])=O)[CH2:3]1.CC[N:18]=C=NCCCN(C)C.Cl.C1C=CC2N(O)N=NC=2C=1.C(=O)(O)[O-].[Na+]>CN(C=O)C>[O:1]=[C:2]1[N:6]([C:7]2[CH:12]=[CH:11][CH:10]=[CH:9][CH:8]=2)[CH2:5][CH:4]([C:13]([NH2:18])=[O:15])[CH2:3]1 |f:1.2,4.5|. Procedure details: A 10 ml portion of a DMF solution of 500 mg of 5-oxo-1-phenylpyrrolidine-3-carboxylic acid was mixed with 935 mg of WSC hydrochloride, 396 mg of HOBt and 500 mg of(1R)-1-naphthylethylamine and stirred at room temperature for 3 days. After completion of the reaction, 100 ml of saturated sodium bicarbonate aqueous solution was added thereto, and the thus formed solid was collected by filtration to obtain 1.01 g of N-(1R)-1-(1-naphthyl)ethyl]-5-oxo-1-phenylpyrrolidine-3-carboxamide as a colorless s...